From a dataset of the Open Reaction Database (ORD), a public repository of structured organic reaction records. describe an organic reaction: reactants, conditions, products, and yield The reactants are FC=1C=C(CC=2C=C3C(=NN(C3=CC2)C(C2=CC=CC=C2)(C2=CC=CC=C2)C2=CC=CC=C2)NC(C2=C(C=CC(=C2)C=O)F)=O)C=C(C1)F (N-[5-(3,5-Difluoro-benzyl)-1-trityl-1H-indazol-3-yl]-2-fluoro-5-formyl-benzamide), CC(C)=CC (2-methyl-2-butene), P(=O)(O)(O)[O-].[Na+] (sodium dihydrogenphosphate), Cl(=O)[O-].[Na+] (sodium chlorite). Run in C(C)(C)(C)O (tert-butanol), CCOC(=O)C (EtOAc), O (water). The product is FC=1C=C(CC=2C=C3C(=NN(C3=CC2)C(C2=CC=CC=C2)(C2=CC=CC=C2)C2=CC=CC=C2)NC(C=2C=C(C(=O)O)C=CC2F)=O)C=C(C1)F (N-[5-(3,5-Difluoro-benzyl)-1-trityl-1H-indazol-3-yl]-4-fluoro-isophthalamic acid). The yield is 117.6%. RXN SMILES: [F:1][C:2]1[CH:3]=[C:4]([CH:46]=[C:47]([F:49])[CH:48]=1)[CH2:5][C:6]1[CH:7]=[C:8]2[C:12](=[CH:13][CH:14]=1)[N:11]([C:15]([C:28]1[CH:33]=[CH:32][CH:31]=[CH:30][CH:29]=1)([C:22]1[CH:27]=[CH:26][CH:25]=[CH:24][CH:23]=1)[C:16]1[CH:21]=[CH:20][CH:19]=[CH:18][CH:17]=1)[N:10]=[C:9]2[NH:34][C:35](=[O:45])[C:36]1[CH:41]=[C:40]([CH:42]=[O:43])[CH:39]=[CH:38][C:37]=1[F:44].CC(=CC)C.Cl([O-])=[O:56].[Na+].P([O-])(O)(O)=O.[Na+]>C(O)(C)(C)C.O.CCOC(C)=O>[F:1][C:2]1[CH:3]=[C:4]([CH:46]=[C:47]([F:49])[CH:48]=1)[CH2:5][C:6]1[CH:7]=[C:8]2[C:12](=[CH:13][CH:14]=1)[N:11]([C:15]([C:22]1[CH:27]=[CH:26][CH:25]=[CH:24][CH:23]=1)([C:28]1[CH:33]=[CH:32][CH:31]=[CH:30][CH:29]=1)[C:16]1[CH:21]=[CH:20][CH:19]=[CH:18][CH:17]=1)[N:10]=[C:9]2[NH:34][C:35](=[O:45])[C:36]1[CH:41]=[C:40]([CH:39]=[CH:38][C:37]=1[F:44])[C:42]([OH:56])=[O:43] |f:2.3,4.5|. Procedure: N-[5-(3,5-Difluoro-benzyl)-1-trityl-1H-indazol-3-yl]-2-fluoro-5-formyl-benzamide (88 mg, 0.135 mmol) in tert-butanol (1.8 mL) at room temperature was treated first with 2-methyl-2-butene (0.079 mL, 1.082 mmol) and then with sodium chlorite (37 mg, 0.405 mmol) and sodium dihydrogenphosphate in water (0.8 mL) drop-wise. The reaction was stirred over-night, EtOAc was then added (30 mL) and washed with water (25 mL). The aqueous layer was extracted twice with EtOAc (2×10 mL). The combined organic la... The reactants are CCl, C=CC(=O)NCC(C)(C)CN(C)C, O. The product is C=CC(=O)NCC(C)(C)C[N+](C)(C)C, [Cl-]. As a reaction SMILES: [CH3:14][Cl:15].[CH3:1][N:2]([CH2:3][C:4]([CH2:5][NH:6][C:7]([CH:8]=[CH2:9])=[O:10])([CH3:11])[CH3:12])[CH3:13].[OH2:16]>>[CH3:1][N+:2]([CH2:3][C:4]([CH2:5][NH:6][C:7]([CH:8]=[CH2:9])=[O:10])([CH3:11])[CH3:12])([CH3:13])[CH3:14].[Cl-:15]. The reactants are O (water), [C-]#N.[K+] (KCN), Cl.CN (methylamine hydrochloride), O[C@@H](C=O)[C@@H](C\C=C\C)C ((2R,3R,5E)-2-hydroxy-3-methyl-5-hepten-1-aldehyde). Run in CO (methanol). Conditions: time 2 hour. Yields the product C(#N)C([C@@H]([C@@H](C\C=C\C)C)O)NC ((1RS,2R,3R,5E)-1-cyano-2-hydroxy-3-methyl 1-methylamino-5-heptene). Reaction SMILES: [C-:1]#[N:2].[K+].Cl.[CH3:5][NH2:6].[OH:7][C@H:8]([C@H:11]([CH3:16])[CH2:12]/[CH:13]=[CH:14]/[CH3:15])[CH:9]=O.O>CO>[C:1]([CH:9]([NH:6][CH3:5])[C@H:8]([OH:7])[C@H:11]([CH3:16])[CH2:12]/[CH:13]=[CH:14]/[CH3:15])#[N:2] |f:0.1,2.3|. Reported procedure: 0.52 g (7.9 mMol) KCN and 0.54 g (7.9 mMol) methylamine hydrochloride are added with stirring at 20° C. to 1.1 g (7.7 mMol) of (2R,3R,5E)-2-hydroxy-3-methyl-5-hepten-1-aldehyde dissolved in 50 ml methanol. After addition of 7.5 ml water the reaction mixture is stirred for a further two hours at room temperature and then concentrated to 1/2 volume on a rotary evaporator at a water-bath temperature of maximally 40° C. The obtained solution is shaken with 300 ml methylene chloride and 200 ml water ... Reactants: NC=1C=C(C=CC1N)OS(=O)(=O)C1=CC=C(C=C1)NCC1CC1 (4-(cyclopropylmethyl-amino)-benzenesulfonic acid 3,4-diamino-phenyl ester), COC(=O)NC(SC)=NC(=O)OC (1,3-bis(methoxycarbonyl)-2-methyl-2-thiopseudourea). Run in C(C)(=O)O (acetic acid), CO (methanol). Run at time 14 hour. The product is COC(=O)NC1=NC2=C(N1)C=CC(=C2)OS(=O)(=O)C2=CC=C(C=C2)NCC2CC2 (4-(cyclopropylmethyl-amino)-benzene sulfonic acid 2-methoxycarbonylamino-1H-benzoimidazol-5-yl ester). Yield: 46.7%. RXN SMILES: [NH2:1][C:2]1[CH:3]=[C:4]([O:9][S:10]([C:13]2[CH:18]=[CH:17][C:16]([NH:19][CH2:20][CH:21]3[CH2:23][CH2:22]3)=[CH:15][CH:14]=2)(=[O:12])=[O:11])[CH:5]=[CH:6][C:7]=1[NH2:8].[CH3:24][O:25][C:26]([NH:28][C:29](=NC(OC)=O)SC)=[O:27]>C(O)(=O)C.CO>[CH3:24][O:25][C:26]([NH:28][C:29]1[NH:8][C:7]2[CH:6]=[CH:5][C:4]([O:9][S:10]([C:13]3[CH:18]=[CH:17][C:16]([NH:19][CH2:20][CH:21]4[CH2:22][CH2:23]4)=[CH:15][CH:14]=3)(=[O:12])=[O:11])=[CH:3][C:2]=2[N:1]=1)=[O:27]. Procedure details: To a solution of 4-(cyclopropylmethyl-amino)-benzenesulfonic acid 3,4-diamino-phenyl ester (648 mg) in acetic acid (4.5 ml) and methanol (40 ml) at 80° C. was added 1,3-bis(methoxycarbonyl)-2-methyl-2-thiopseudourea (580 mg). The reaction mixture was refluxed for 4 hours then allowed to cool to ambient temperature and stirred at this temperature for 14 hours. The resultant precipitate was filtered, washed with diethyl ether and dried under vacuum to afford 4-(cyclopropylmethyl-amino)-benzene sul... Starting materials: BrC1=C(CO)C=CC(=C1)Br (2,4-dibromobenzyl alcohol), COC(=C)C (2-methoxypropene), C(O)([O-])=O.[Na+] (sodium hydrogen carbonate), C1(=CC=C(C=C1)S(=O)(=O)O)C.[NH+]1=CC=CC=C1 (pyridinium p-toluenesulfonic acid). Run in O1CCCC1 (tetrahydrofuran). Reaction conditions: temperature 0 celsius, time 1 hour. The product is BrC1=C(C=CC(=C1)Br)C(OC)OC(C)C (2,4-dibromo-1-(1-methoxy-1-methylethoxymethyl)benzene). As a reaction SMILES: [Br:1][C:2]1[CH:9]=[C:8]([Br:10])[CH:7]=[CH:6][C:3]=1[CH2:4][OH:5].C[O:12][C:13]([CH3:15])=[CH2:14].[C:16]1(C)C=CC(S(O)(=O)=O)=CC=1.[NH+]1C=CC=CC=1.C(=O)([O-])O.[Na+]>O1CCCC1>[Br:1][C:2]1[CH:9]=[C:8]([Br:10])[CH:7]=[CH:6][C:3]=1[CH:4]([O:12][CH:13]([CH3:15])[CH3:14])[O:5][CH3:16] |f:2.3,4.5|. Procedure: Under a nitrogen atmosphere, to a solution of 2,4-dibromobenzyl alcohol (40 g, 0.15 mol) in tetrahydrofuran (300 ml) was added 2-methoxypropene (144 ml, 1.5 mol) at room temperature, and then the mixture was cooled to 0° C. At the same temperature, pyridinium p-toluenesulfonic acid (75 mg, 0.30 mmol) was added and the mixture was stirred for 1 hour. The reaction mixture was poured into a saturated aqueous solution of sodium hydrogen carbonate cooled to 0° C., and extracted with toluene. The orga...